Dataset: the Open Reaction Database (ORD), a public repository of structured organic reaction records. Task: describe an organic reaction: reactants, conditions, products, and yield Reactants: CCOC(=O)c1nc2cc(NC(=O)c3c(C(=O)N4CCC4)cnn3C)ccn2n1, CO, Cl, [Li+], C1CCOC1, [OH-], O, O. Product: Cn1ncc(C(=O)N2CCC2)c1C(=O)Nc1ccn2nc(C(=O)O)nc2c1. As a reaction SMILES: [CH2:1]([CH3:2])[O:3][C:4](=[O:5])[c:6]1[n:7][n:8]2[c:9]([cH:10][c:11]([NH:14][C:15](=[O:16])[c:17]3[n:18]([CH3:28])[n:19][cH:20][c:21]3[C:22](=[O:23])[N:24]3[CH2:25][CH2:26][CH2:27]3)[cH:12][cH:13]2)[n:29]1.[CH3:34][OH:35].[ClH:33].[Li+:32].[O:37]1[CH2:38][CH2:39][CH2:40][CH2:41]1.[OH-:31].[OH2:30].[OH2:36]>>[O:3]=[C:4]([OH:5])[c:6]1[n:7][n:8]2[c:9]([cH:10][c:11]([NH:14][C:15](=[O:16])[c:17]3[n:18]([CH3:28])[n:19][cH:20][c:21]3[C:22](=[O:23])[N:24]3[CH2:25][CH2:26][CH2:27]3)[cH:12][cH:13]2)[n:29]1. The reactants are C1(CCCC1)NC1=NC(=NC(=C1C)C)NCC1=NC=CC=C1 (N4-cyclopentyl-5,6-dimethyl-N2-(pyridin-2-ylmethyl)pyrimidine-2,4-diamine), N[C@@H]1CC[C@H](CC1)O (trans-4-aminocyclohexanol). The product is CC=1C(=NC(=NC1C)NCC1=NC=CC=C1)N[C@@H]1CC[C@H](CC1)O (trans-4-({5,6-dimethyl-2-[(pyridin-2-ylmethyl)amino]pyrimidin-4-yl}amino)cyclohexanol), hydrochloride salt. As a reaction SMILES: C1(N[C:7]2[C:12]([CH3:13])=[C:11]([CH3:14])[N:10]=[C:9]([NH:15][CH2:16][C:17]3[CH:22]=[CH:21][CH:20]=[CH:19][N:18]=3)[N:8]=2)CCCC1.[NH2:23][C@H:24]1[CH2:29][CH2:28][C@H:27]([OH:30])[CH2:26][CH2:25]1>>[CH3:13][C:12]1[C:7]([NH:23][C@H:24]2[CH2:29][CH2:28][C@H:27]([OH:30])[CH2:26][CH2:25]2)=[N:8][C:9]([NH:15][CH2:16][C:17]2[CH:22]=[CH:21][CH:20]=[CH:19][N:18]=2)=[N:10][C:11]=1[CH3:14]. Reported procedure: The titled compound was synthesized according to the procedure described for preparation of N4-cyclopentyl-5,6-dimethyl-N2-(pyridin-2-ylmethyl)pyrimidine-2,4-diamine (Example 29) using trans-4-aminocyclohexanol instead of cyclopentanamine. The crude material was purified by crystallization from ethanol to afford the titled compound as a hydrochloride salt as a white solid. 1H NMR (300 MHz, methanol-d4) δ ppm 1.18-1.26 (m, 2H), 1.32-1.44 (m, 2H), 1.67 (d, J=11.28 Hz, 2H), 1.80-1.99 (m, 5H), 2.33 ... The reactants are C(C)(C)(C)OC(CN(C1CCCCC1)C(C(CSC(C)=O)C)=O)=O (N-(3-acetylthio-2-methylpropanoyl)-N-cyclohexylglycine t-butyl ester), C[Si](C)(C)I (trimethylsilyl iodide), C([O-])(O)=O.[Na+] (sodium bicarbonate), O (water). Run in C(Cl)Cl (methylene chloride). The product is C(C)(=O)SCC(C(=O)N(CC(=O)O)C1CCCCC1)C (N-(3-acetylthio-2-methylpropanoyl)-N-cyclohexylglycine). The yield is 84.1%. Reaction SMILES: C([O:5][C:6](=[O:24])[CH2:7][N:8]([C:15](=[O:23])[CH:16]([CH3:22])[CH2:17][S:18][C:19](=[O:21])[CH3:20])[CH:9]1[CH2:14][CH2:13][CH2:12][CH2:11][CH2:10]1)(C)(C)C.C[Si](I)(C)C.O.C(=O)(O)[O-].[Na+]>C(Cl)Cl>[C:19]([S:18][CH2:17][CH:16]([CH3:22])[C:15]([N:8]([CH:9]1[CH2:10][CH2:11][CH2:12][CH2:13][CH2:14]1)[CH2:7][C:6]([OH:24])=[O:5])=[O:23])(=[O:21])[CH3:20] |f:3.4|. Reported procedure: To a solution of N-(3-acetylthio-2-methylpropanoyl)-N-cyclohexylglycine t-butyl ester (36.4 g, 0.101 mol) in 300 ml of methylene chloride was added trimethylsilyl iodide (20.4 g, 0.102 mol). After stirring at room temperature for 1.75 hours 50 ml of water was added, followed in 10 min. by 500 ml of saturated sodium bicarbonate solution. An emulsion formed which was separated by centrifuging. The aqueous solution was separated, acidified with concentrated hydrochloric acid, and extracted with eth... Starting materials: [BH3-]C#N, O=C([O-])O, COC(=O)C1CCCC1N, CO, CCOC(C)=O, CC(=O)O, Cl, O=Cc1cccc(C(F)(F)F)c1, [Na+], [Na+]. The product is COC(=O)C1CCCC1NCc1cccc(C(F)(F)F)c1. Reaction SMILES: [C:24]([BH3-:25])#[N:26].[C:28](=[O:29])([OH:30])[O-:31].[CH3:2][O:3][C:4](=[O:5])[CH:6]1[CH:7]([NH2:11])[CH2:8][CH2:9][CH2:10]1.[CH3:33][OH:34].[CH3:35][CH2:36][O:37][C:38](=[O:39])[CH3:40].[CH3:41][C:42](=[O:43])[OH:44].[ClH:1].[F:12][C:13]([c:14]1[cH:15][c:16]([CH:17]=[O:18])[cH:19][cH:20][cH:21]1)([F:22])[F:23].[Na+:27].[Na+:32]>>[CH3:2][O:3][C:4](=[O:5])[CH:6]1[CH:7]([NH:11][CH2:17][c:16]2[cH:15][c:14]([C:13]([F:12])([F:22])[F:23])[cH:21][cH:20][cH:19]2)[CH2:8][CH2:9][CH2:10]1. Reactants: NC1=C(C(=O)NC2=NN(C=C2)C2=CC(=CC=C2)C(F)(F)F)C=C(C=C1)Cl (2-amino-5-chloro-N-(1-(3-(trifluoromethyl)phenyl)-1H-pyrazol-3-yl)benzamide), CN(C(=O)C=1C=C(C(=O)Cl)C=CC1)CCN1CCOCC1 (3-(methyl(2-morpholinoethyl)carbamoyl)benzoyl chloride), O (water), N1=CC=CC=C1 (pyridine). Solvent: ClCCl (dichloromethane), ClCCl (dichloromethane). Reaction conditions: time 1 hour. Yields the product FC(C(=O)O)(F)F.ClC1=CC(=C(C=C1)NC(C1=CC(C(=O)N(CCN2CCOCC2)C)=CC=C1)=O)C(NC1=NN(C=C1)C1=CC(=CC=C1)C(F)(F)F)=O (N1-(4-Chloro-2-((1-(3-(trifluoromethyl)phenyl)-1H-pyrazol-3-yl)carbamoyl)phenyl)-N3-methyl-N3-(2-morpholinoethyl)isophthalamide 2,2,2-trifluoroacetate). Yield: 22.0%. RXN SMILES: [NH2:1][C:2]1[CH:25]=[CH:24][C:23]([Cl:26])=[CH:22][C:3]=1[C:4]([NH:6][C:7]1[CH:11]=[CH:10][N:9]([C:12]2[CH:17]=[CH:16][CH:15]=[C:14]([C:18]([F:21])([F:20])[F:19])[CH:13]=2)[N:8]=1)=[O:5].N1C=CC=CC=1.[CH3:33][N:34]([CH2:46][CH2:47][N:48]1[CH2:53][CH2:52][O:51][CH2:50][CH2:49]1)[C:35]([C:37]1[CH:38]=[C:39]([CH:43]=[CH:44][CH:45]=1)[C:40](Cl)=[O:41])=[O:36].[OH2:54]>ClCCl>[F:19][C:18]([F:21])([F:20])[C:14]([OH:36])=[O:54].[Cl:26][C:23]1[CH:24]=[CH:25][C:2]([NH:1][C:40](=[O:41])[C:39]2[CH:43]=[CH:44][CH:45]=[C:37]([C:35]([N:34]([CH3:33])[CH2:46][CH2:47][N:48]3[CH2:49][CH2:50][O:51][CH2:52][CH2:53]3)=[O:36])[CH:38]=2)=[C:3]([C:4](=[O:5])[NH:6][C:7]2[CH:11]=[CH:10][N:9]([C:12]3[CH:17]=[CH:16][CH:15]=[C:14]([C:18]([F:20])([F:21])[F:19])[CH:13]=3)[N:8]=2)[CH:22]=1 |f:5.6|. Procedure details: Into a 50-mL round bottom flask, was placed a solution of 2-amino-5-chloro-N-(1-(3-(trifluoromethyl)phenyl)-1H-pyrazol-3-yl)benzamide 6d (150 mg, 0.39 mmol, 1.00 equiv) in dichloromethane (6 mL), and pyridine (93.6 mg, 1.18 mmol, 3.00 equiv). To this was added dropwise, a solution of 3-(methyl(2-morpholinoethyl)carbamoyl)benzoyl chloride 1f (147 mg, 0.47 mmol, 1.20 equiv) in dichloromethane (2 mL) over 10 min with stirring at 0° C. The resulting solution was stirred for 1 h at room temperature. ... Starting materials: COC1=CC(=NC=C1)CCC1=NC=2C(=NC=C(C2)I)N1 (2-[2-(4-methoxypyridin-2-yl)ethyl]-6-iodo-3H-imidazo[4,5-b]pyridine), COC1=CC(=NC=C1)CCC1=NC=2C(=NC=C(C2)I)N1 (2-[2-(4-methoxypyridin-2-yl)ethyl]-6-iodo-3H-imidazo[4,5-b]pyridine), tetrakis(triphenylphos-phine)-palladium(0), C([O-])([O-])=O.[K+].[K+] (potassium carbonate), [Cl-].[Li+] (lithium chloride), C(C)NS(=O)(=O)C1=CC=C(C=C1)Br (N-ethyl4-bromobenzenesulfonamide), diboron, C(C)(=O)[O-].[K+] (potassium acetate). Reagents/catalysts: C1(=CC=CC=C1)P([C-]1C=CC=C1)C1=CC=CC=C1.[C-]1(C=CC=C1)P(C1=CC=CC=C1)C1=CC=CC=C1.[Fe+2] (1,1′-bis-(diphenylphosphino)-ferrocene), C1=CC=C(C=C1)P([C-]2C=CC=C2)C3=CC=CC=C3.C1=CC=C(C=C1)P([C-]2C=CC=C2)C3=CC=CC=C3.Cl[Pd]Cl.[Fe+2] ([1,1′-bis(diphenylphosphino)-ferrocene]palladium-dichloride). The solvent is O (water), O (water), O1CCOCC1 (dioxane), O1CCOCC1 (dioxane). Run at temperature 90 celsius. Yields the product C(C)NS(=O)(=O)C1=CC=C(C=C1)C=1C=C2C(=NC1)NC(=N2)CCC2=NC=CC(=C2)OC (N-Ethyl-4-{2-[2-(4-methoxypyridin-2-yl)ethyl]-3H-imidazo-[4,5-b]pyridin-6-yl}benzenesulfonamide). Isolated yield 58.1%. Reaction SMILES: [CH2:1]([NH:3][S:4]([C:7]1[CH:12]=[CH:11][C:10](Br)=[CH:9][CH:8]=1)(=[O:6])=[O:5])[CH3:2].C([O-])(=O)C.[K+].[CH3:19][O:20][C:21]1[CH:26]=[CH:25][N:24]=[C:23]([CH2:27][CH2:28][C:29]2[NH:38][C:32]3=[N:33][CH:34]=[C:35](I)[CH:36]=[C:31]3[N:30]=2)[CH:22]=1.C(=O)([O-])[O-].[K+].[K+].[Cl-].[Li+]>O1CCOCC1.O.C1(P(C2C=CC=CC=2)[C-]2C=CC=C2)C=CC=CC=1.[C-]1(P(C2C=CC=CC=2)C2C=CC=CC=2)C=CC=C1.[Fe+2].C1C=CC(P(C2C=CC=CC=2)[C-]2C=CC=C2)=CC=1.C1C=CC(P(C2C=CC=CC=2)[C-]2C=CC=C2)=CC=1.Cl[Pd]Cl.[Fe+2]>[CH2:1]([NH:3][S:4]([C:7]1[CH:12]=[CH:11][C:10]([C:35]2[CH:36]=[C:31]3[N:30]=[C:29]([CH2:28][CH2:27][C:23]4[CH:22]=[C:21]([O:20][CH3:19])[CH:26]=[CH:25][N:24]=4)[NH:38][C:32]3=[N:33][CH:34]=2)=[CH:9][CH:8]=1)(=[O:6])=[O:5])[CH3:2] |f:1.2,4.5.6,7.8,11.12.13,14.15.16.17|. Reported procedure: A mixture of 0.348 g of N-ethyl4-bromobenzenesulfonamide, 0.42 g of bis-pinacolato)diboron, 0.025 g of 1,1′-bis-(diphenylphosphino)-ferrocene, 0.033 g of [1,1′-bis(diphenylphosphino)-ferrocene]palladium-dichloride (complex with CH2Cl2), 0.442 g of potassium acetate in 6 ml of degassed dioxane are heated to 90° C. in a sealed-tube under N2 for 17 hours. To the resulting mixture 5 ml of degassed dioxane, 0.371 g of 2-[2-(4-methoxypyridin-2-yl)ethyl]-6-iodo-3H-imidazo[4,5-b]pyridine (starting mater... The reactants are CC1=C(OC2=CC=C3C=C([C@@H](OC3=C2)C(F)(F)F)C(=O)O)C=C(C=C1)C ((2R)-(−)-7-(2,5-dimethylphenoxy)-2-(trifluoromethyl)-2H-chromene-3-carboxylic acid), [OH-].[Na+] (NaOH), resultant mixture. Run in C(C)O (ethanol). The product is CC1=C(OC2=CC=C3C=C([C@@H](OC3=C2)C(F)(F)F)C(=O)[O-])C=C(C=C1)C.[Na+] (Sodium (2R)-(−)-7-(2,5-dimethylphenoxy)-2-(trifluoromethyl)-2H-chromene-3-carboxylate). Isolated yield 97.0%. As a reaction SMILES: [CH3:1][C:2]1[CH:25]=[CH:24][C:23]([CH3:26])=[CH:22][C:3]=1[O:4][C:5]1[CH:14]=[C:13]2[C:8]([CH:9]=[C:10]([C:19]([OH:21])=[O:20])[C@H:11]([C:15]([F:18])([F:17])[F:16])[O:12]2)=[CH:7][CH:6]=1.[OH-].[Na+:28]>C(O)C>[CH3:1][C:2]1[CH:25]=[CH:24][C:23]([CH3:26])=[CH:22][C:3]=1[O:4][C:5]1[CH:14]=[C:13]2[C:8]([CH:9]=[C:10]([C:19]([O-:21])=[O:20])[C@H:11]([C:15]([F:17])([F:18])[F:16])[O:12]2)=[CH:7][CH:6]=1.[Na+:28] |f:1.2,4.5|. Procedure: A solution of 53.8 mg (0.148 mmole) of (2R)-(−)-7-(2,5-dimethylphenoxy)-2-(trifluoromethyl)-2H-chromene-3-carboxylic acid in 1.5 mL of ethanol was treated with 1.47 mL of 0.1008N NaOH. The resultant mixture was lyophilized to provide 55.6 mg (97%) of an off-white solid: MS (ES+) 365 (M+1, 100); 1H NMR (CD3OD/400 MHz) 2.09 (s, 3H), 2.28 (s, 3H), 5.77 (q, 1H, J=7.3 Hz), 6.31 (d, 1H, J=2.4 Hz), 6.41 (dd, 1H, J=8.3 Hz, J=2.3 Hz), 6.78 (s, 1H), 6.94 (d, 1H, J=7.7 Hz), 7.14 (m, 2H), 7.38 (s, 1H); 19F ...